Dataset: the Open Reaction Database (ORD), a public repository of structured organic reaction records. Task: describe an organic reaction: reactants, conditions, products, and yield The reactants are CN(CCC#N)c1ccccc1, COc1cc(C=O)cc(OC)c1OC, CS(C)=O, C[O-], CO, [Na+]. The product is COc1cc(CC(C#N)=CN(C)c2ccccc2)cc(OC)c1OC. As a reaction SMILES: [CH3:15][N:16]([c:17]1[cH:18][cH:19][cH:20][cH:21][cH:22]1)[CH2:23][CH2:24][C:25]#[N:26].[CH3:1][O:2][c:3]1[cH:4][c:5]([CH:6]=[O:7])[cH:8][c:9]([O:13][CH3:14])[c:10]1[O:11][CH3:12].[CH3:27][S:28]([CH3:29])=[O:30].[CH3:31][O-:32].[CH3:34][OH:35].[Na+:33]>>[CH3:1][O:2][c:3]1[cH:4][c:5]([CH2:6][C:24](=[CH:23][N:16]([CH3:15])[c:17]2[cH:18][cH:19][cH:20][cH:21][cH:22]2)[C:25]#[N:26])[cH:8][c:9]([O:13][CH3:14])[c:10]1[O:11][CH3:12]. Starting materials: Cc1ccccc1, CS(C)=O, CCOC(=O)c1ccc(F)c(C)c1F, [N-]=[N+]=[N-], [Na+], O. The product is CCOC(=O)c1ccc(N=[N+]=[N-])c(C)c1F. Reaction SMILES: [CH3:19][c:20]1[cH:21][cH:22][cH:23][cH:24][cH:25]1.[CH3:27][S:28](=[O:29])[CH3:30].[F:1][c:2]1[c:3]([C:4](=[O:5])[O:6][CH2:7][CH3:8])[cH:9][cH:10][c:11]([F:14])[c:12]1[CH3:13].[N-:16]=[N+:17]=[N-:18].[Na+:15].[OH2:26]>>[F:1][c:2]1[c:3]([C:4](=[O:5])[O:6][CH2:7][CH3:8])[cH:9][cH:10][c:11]([N:16]=[N+:17]=[N-:18])[c:12]1[CH3:13]. Reactants: O1CCC(CC1)NC=1N=CC2=C(N1)CN(CC2)C(=O)OC(C)(C)C (tert-butyl 2-(tetrahydro-2H-pyran-4-ylamino)-5,6-dihydropyrido[3,4-d]pyrimidine-7(8H)-carboxylate), C(Cl)Cl (DCM), solution, Cl (HCl), O1CCOCC1 (dioxane). Run in CO (MeOH), CCOCC.CO (Et2O MeOH). Run at time 18 hour. The product is O1CCC(CC1)NC=1N=CC2=C(N1)CNCC2 (N-(tetrahydro-2H-pyran-4-yl)-5,6,7,8-tetrahydropyrido[3,4-d]pyrimidin-2-amine). The yield is 77.0%. RXN SMILES: [O:1]1[CH2:6][CH2:5][CH:4]([NH:7][C:8]2[N:9]=[CH:10][C:11]3[CH2:17][CH2:16][N:15](C(OC(C)(C)C)=O)[CH2:14][C:12]=3[N:13]=2)[CH2:3][CH2:2]1.C(Cl)Cl.Cl.O1CCOCC1>CCOCC.CO.CO>[O:1]1[CH2:2][CH2:3][CH:4]([NH:7][C:8]2[N:9]=[CH:10][C:11]3[CH2:17][CH2:16][NH:15][CH2:14][C:12]=3[N:13]=2)[CH2:5][CH2:6]1 |f:4.5|. Procedure: A round-bottom flask was charged with 26 (27.5 g, 82.2 mmol), DCM (100 mL) and MeOH (25 mL) and maintained under nitrogen. A 4N solution of HCl in dioxane (103 mL, 411 mmol) was added and the resulting solution stirred for 18 h. The reaction mixture was concentrated and re-suspended in DCM (150 mL). A methanolic NH3 solution (25 mL, 7 N) and additional DCM (100 mL) was added. The precipitated salts were filtered and the filtrate concentrated to afford a brown solid which was stirred with Et2O/Me... Starting materials: Cc1noc(CCNC(c2ccccc2)(c2ccccc2)c2ccccc2)n1, CCO, Cc1ccc(S(=O)(=O)O)cc1. Yields the product Cc1noc(CCN)n1, Cc1ccc(S(=O)(=O)O)cc1. Reaction SMILES: [CH3:1][c:2]1[n:3][o:4][c:5]([CH2:7][CH2:8][NH:9][C:10]([c:11]2[cH:12][cH:13][cH:14][cH:15][cH:16]2)([c:17]2[cH:18][cH:19][cH:20][cH:21][cH:22]2)[c:23]2[cH:24][cH:25][cH:26][cH:27][cH:28]2)[n:6]1.[CH3:40][CH2:41][OH:42].[c:29]1([CH3:39])[cH:30][cH:31][c:32]([S:35](=[O:36])(=[O:37])[OH:38])[cH:33][cH:34]1>>[CH3:1][c:2]1[n:3][o:4][c:5]([CH2:7][CH2:8][NH2:9])[n:6]1.[c:29]1([CH3:39])[cH:30][cH:31][c:32]([S:35](=[O:36])(=[O:37])[OH:38])[cH:33][cH:34]1. Reactants: O=C([O-])[O-], CN(C)C=O, ClCCl, [K+], [K+], O, O=C(Cl)c1ccc(-c2ccccc2)cc1, c1cnc2c(c1)CNc1ccccc1N2. Yields the product O=C(c1ccc(-c2ccccc2)cc1)N1Cc2cccnc2Nc2ccccc21. Reaction SMILES: [C:16](=[O:17])([O-:18])[O-:19].[CH3:37][N:38]([CH3:39])[CH:40]=[O:41].[Cl:43][CH2:44][Cl:45].[K+:20].[K+:21].[OH2:42].[c:22]1(-[c:31]2[cH:32][cH:33][cH:34][cH:35][cH:36]2)[cH:23][cH:24][c:25]([C:28](=[O:29])[Cl:30])[cH:26][cH:27]1.[n:1]1[cH:2][cH:3][cH:4][c:5]2[c:6]1[NH:7][c:8]1[c:9]([cH:12][cH:13][cH:14][cH:15]1)[NH:10][CH2:11]2>>[n:1]1[cH:2][cH:3][cH:4][c:5]2[c:6]1[NH:7][c:8]1[c:9]([cH:12][cH:13][cH:14][cH:15]1)[N:10]([C:28]([c:25]1[cH:24][cH:23][c:22](-[c:31]3[cH:32][cH:33][cH:34][cH:35][cH:36]3)[cH:27][cH:26]1)=[O:29])[CH2:11]2. Starting materials: CCOC(=O)C1(F)CC2(c3ccccc3)C(OCc3cc(C(F)(F)F)cc(C(F)(F)F)c3)CCC1N2Cc1ccccc1, CCO. The product is CCOC(=O)C1(F)CC2(c3ccccc3)NC1CCC2OCc1cc(C(F)(F)F)cc(C(F)(F)F)c1. Reaction SMILES: [CH2:1]([c:2]1[cH:3][cH:4][cH:5][cH:6][cH:7]1)[N:8]1[C:9]2([c:38]3[cH:39][cH:40][cH:41][cH:42][cH:43]3)[CH:10]([O:22][CH2:23][c:24]3[cH:25][c:26]([C:34]([F:35])([F:36])[F:37])[cH:27][c:28]([C:30]([F:31])([F:32])[F:33])[cH:29]3)[CH2:11][CH2:12][CH:13]1[C:14]([F:16])([C:17](=[O:18])[O:19][CH2:20][CH3:21])[CH2:15]2.[CH3:44][CH2:45][OH:46]>>[NH:8]1[C:9]2([c:38]3[cH:39][cH:40][cH:41][cH:42][cH:43]3)[CH:10]([O:22][CH2:23][c:24]3[cH:25][c:26]([C:34]([F:35])([F:36])[F:37])[cH:27][c:28]([C:30]([F:31])([F:32])[F:33])[cH:29]3)[CH2:11][CH2:12][CH:13]1[C:14]([F:16])([C:17](=[O:18])[O:19][CH2:20][CH3:21])[CH2:15]2. RXN SMILES: [Li]CCCC.[C:6]1([C:12]2[C:13]([NH2:25])=[C:14]([NH2:24])[C:15]([C:18]3[CH:23]=[CH:22][CH:21]=[CH:20][CH:19]=3)=[CH:16][CH:17]=2)[CH:11]=[CH:10][CH:9]=[CH:8][CH:7]=1.[CH2:26]([O:28]C(OCC)C(OCC)=O)[CH3:27].[Li+].[OH-].Cl>C1COCC1.O.C(OCC)C.C(O)(=O)C>[C:18]1([C:15]2[C:14]3[N:24]=[C:27]([CH:26]=[O:28])[NH:25][C:13]=3[C:12]([C:6]3[CH:7]=[CH:8][CH:9]=[CH:10][CH:11]=3)=[CH:17][CH:16]=2)[CH:19]=[CH:20][CH:21]=[CH:22][CH:23]=1 |f:3.4|. Reported procedure: A solution of 11.1 ml (27.72 mmol) n-BuLi (2.5 M in hexanes) was added dropwise to a cooled to −78° C. solution of 3.4 g (13.2 mmol) 1,1′:4′,1″-terphenyl-2′,3′-diamine in 110 ml THF. The reaction mixture was stirred at −78° C. for 1 hour and 2.4 ml (13.5 mmol) dry ethyl diethoxyacetate were added dropwise over 1 min. The solution was then stirred at 78° C. for 30 min, allowed to slowly warm up room temperature, stirred for another 30 min and the heated at reflux for 2 hours. Formation of white p... The reactants are [Li]CCCC (n-BuLi), [Li+].[OH-] (LiOH), Cl (HCl), C1(=CC=CC=C1)C=1C(=C(C(=CC1)C1=CC=CC=C1)N)N (1,1′:4′,1″-terphenyl-2′,3′-diamine), C(C)OC(C(=O)OCC)OCC (ethyl diethoxyacetate). The product is C1(=CC=CC=C1)C1=CC=C(C=2NC(=NC21)C=O)C2=CC=CC=C2 (4,7-Diphenyl-1H-benzimidazole-2-carbaldehyde). Conditions: temperature -78 celsius, time 1 hour. Solvent: C(C)(=O)O (acetic acid), C1CCOC1 (THF), O (water), O (water), C(C)OCC (Diethyl ether), C1CCOC1 (THF).